Dataset: the Open Reaction Database (ORD), a public repository of structured organic reaction records. Task: describe an organic reaction: reactants, conditions, products, and yield The reactants are CC=1C(NC2=C(C=CC(=C2C1)O)C)=O (3,8-dimethyl-5-hydroxycarbostyril), C([O-])([O-])=O.[K+].[K+] (potassium carbonate), CN(C=O)C (dimethylformamide). The solvent is O (water). Yields the product CC=1C(NC2=C(C=CC(=C2C1)OC\C=C/CC)C)=O (3,8-Dimethyl-5-(Z-2-pentenyloxy)carbostyril). Yield: 77.3%. Reaction SMILES: C[C:2]1[C:3](=O)N[C:5]2[C:10]([CH:11]=1)=[C:9](O)[CH:8]=[CH:7][C:6]=2C.[C:15](=[O:18])([O-])[O-].[K+].[K+].[CH3:21][N:22](C)[CH:23]=[O:24]>O>[CH3:3][C:2]1[C:23](=[O:24])[NH:22][C:21]2[C:10]([CH:11]=1)=[C:5]([O:18][CH2:15]/[CH:3]=[CH:2]\[CH2:11][CH3:10])[CH:6]=[CH:7][C:8]=2[CH3:9] |f:1.2.3|. Procedure details: Z-2-Penten-1-ol (5.0 g, 58.1 mmol), trimethylamine (6.45 g, 63.9 mmol), methanesulfonylchloride (7.0 g, 61.1 mmol) and ether (30 ml) were allowed to react at ambient temperature for 1 hour. After the completion of the reaction, the insoluble matter was removed and washed with water. The washed substance was dried over sodium sulfate. The solvent was distilled off to obtain 7.95 g of Z-1-mesyloxy-2-pentene as pale yellow oily material (83.4%). This material was added to a mixture of 3,8-dimethyl-...